This data is from the Open Reaction Database (ORD), a public repository of structured organic reaction records. The task is: describe an organic reaction: reactants, conditions, products, and yield The reactants are C(C)(=O)O (acetic acid), C(C)OC(OCC)P(OCC)[O-] (ethyl (diethoxymethyl)phosphonite), C(\C=C\C)#N (crotononitrile), [H-].[Na+] (sodium hydride). The solvent is C(C)O (ethanol), C(C)O (ethanol). Conditions: time 4 hour. Yields the product C(#N)CC(C)P(OCC)(=O)C(OCC)OCC (ethyl 2-cyano-1methylethyl(diethoxymethyl)phosphinate). Reaction SMILES: [CH2:1]([O:3][CH:4]([P:8]([O-:12])[O:9][CH2:10][CH3:11])[O:5][CH2:6][CH3:7])[CH3:2].[C:13](#[N:17])/[CH:14]=[CH:15]/[CH3:16].[H-].[Na+].C(O)(=O)C>C(O)C>[C:13]([CH2:14][CH:15]([P:8]([CH:4]([O:5][CH2:6][CH3:7])[O:3][CH2:1][CH3:2])(=[O:12])[O:9][CH2:10][CH3:11])[CH3:16])#[N:17] |f:2.3|. Procedure details: A solution of 23.5 g of ethyl (diethoxymethyl)phosphonite and 6.7 g of crotononitrile in 30 ml of dry ethanol is added to a stirred mixture of 1.2 g of sodium hydride (50% dispersion in oil) in 30 ml of ethanol at 0° C. under an atmosphere of nitrogen. The reaction mixture is allowed to warm to room temperature and stirred for 4 hours. 1 ml of glacial acetic acid is added and the mixture concentrated under reduced pressure. The resulting crude product is dissolved in 50 ml of ethyl acetate, wash...